From a dataset of the Open Reaction Database (ORD), a public repository of structured organic reaction records. describe an organic reaction: reactants, conditions, products, and yield Starting materials: ClC1=CC2=C(NC(=N2)C(C)NC(C2=CC(=C(C=C2)C(=O)N2C(CCC2)CNC(=O)OC(C)(C)C)Cl)=O)C=C1 (N-[1-(5-chloro-1H-benzimidazol-2-yl)ethyl]-3-chloro-4-[2-(N-tert-butoxycarbonylaminomethyl)pyrrolidin-1-ylcarbonyl]benzamide), FC(C(=O)O)(F)F (trifluoroacetic acid). Run in ClCCl (dichloromethane), C(C)(=O)OCC (ethyl acetate). Run at time 1 hour. Product: ClC1=CC2=C(NC(=N2)C(C)NC(C2=CC(=C(C=C2)C(=O)N2C(CCC2)CN)Cl)=O)C=C1 (N-[1-(5-chloro-1H-benzimidazol-2-yl)ethyl]-3-chloro-4-(2-aminomethylpyrrolidin-1-ylcarbonyl)benzamide). RXN SMILES: [Cl:1][C:2]1[CH:38]=[CH:37][C:5]2[NH:6][C:7]([CH:9]([NH:11][C:12](=[O:36])[C:13]3[CH:18]=[CH:17][C:16]([C:19]([N:21]4[CH2:25][CH2:24][CH2:23][CH:22]4[CH2:26][NH:27]C(OC(C)(C)C)=O)=[O:20])=[C:15]([Cl:35])[CH:14]=3)[CH3:10])=[N:8][C:4]=2[CH:3]=1.FC(F)(F)C(O)=O>ClCCl.C(OCC)(=O)C>[Cl:1][C:2]1[CH:38]=[CH:37][C:5]2[NH:6][C:7]([CH:9]([NH:11][C:12](=[O:36])[C:13]3[CH:18]=[CH:17][C:16]([C:19]([N:21]4[CH2:25][CH2:24][CH2:23][CH:22]4[CH2:26][NH2:27])=[O:20])=[C:15]([Cl:35])[CH:14]=3)[CH3:10])=[N:8][C:4]=2[CH:3]=1. Procedure: 0.25 g (0.446 mmol) of N-[1-(5-chloro-1H-benzimidazol-2-yl)ethyl]-3-chloro-4-[2-(N-tert-butoxycarbonylaminomethyl)pyrrolidin-1-ylcarbonyl]benzamide (Example 9) is dissolved in 10 mL of dichloromethane and after the addition of 0.68 mL (8.9 mmol) of trifluoroacetic acid stirred for 1 hour at ambient temperature. After elimination of the volatile constituents in vacuo, the residue is taken up in ethyl acetate, the solution washed twice with 2 molar sodium hydroxide solution and three times with de... The reactants are CS(=O)(=O)Cl, Nc1ccc(-c2nn(C(c3ccccc3)(c3ccccc3)c3ccccc3)cc2-c2ccc3ncc(-c4ccccn4)n3c2)cc1. The product is CS(=O)(=O)Nc1ccc(-c2nn(C(c3ccccc3)(c3ccccc3)c3ccccc3)cc2-c2ccc3ncc(-c4ccccn4)n3c2)cc1. RXN SMILES: [CH3:47][S:48](=[O:49])(=[O:50])[Cl:51].[n:1]1[c:2](-[c:7]2[cH:8][n:9][c:10]3[n:11]2[cH:12][c:13](-[c:16]2[c:17](-[c:40]4[cH:41][cH:42][c:43]([NH2:44])[cH:45][cH:46]4)[n:18][n:19]([C:21]([c:22]4[cH:23][cH:24][cH:25][cH:26][cH:27]4)([c:28]4[cH:29][cH:30][cH:31][cH:32][cH:33]4)[c:34]4[cH:35][cH:36][cH:37][cH:38][cH:39]4)[cH:20]2)[cH:14][cH:15]3)[cH:3][cH:4][cH:5][cH:6]1>>[n:1]1[c:2](-[c:7]2[cH:8][n:9][c:10]3[n:11]2[cH:12][c:13](-[c:16]2[c:17](-[c:40]4[cH:41][cH:42][c:43]([NH:44][S:48]([CH3:47])(=[O:49])=[O:50])[cH:45][cH:46]4)[n:18][n:19]([C:21]([c:22]4[cH:23][cH:24][cH:25][cH:26][cH:27]4)([c:28]4[cH:29][cH:30][cH:31][cH:32][cH:33]4)[c:34]4[cH:35][cH:36][cH:37][cH:38][cH:39]4)[cH:20]2)[cH:14][cH:15]3)[cH:3][cH:4][cH:5][cH:6]1. The reactants are C(C)(=O)O[C@H]1[C@@H](O[C@@H]([C@@H]1Br)COC(C)=O)N1C2=NC=NC(=C2N=C1)N (9-(2,5-di-O-acetyl-3-bromo-3-deoxy-β-D-xylofuranosyl)adenine), [O-]S(=O)S(=O)[O-].[Na+].[Na+] (Na2S2O4), C(=O)([O-])[O-].[K+].[K+] (K2CO3), [Br-].[Br-].C(CCCCCC)[N+]1=CC=C(C=C1)C1=CC=[N+](C=C1)CCCCCCC (N,N'-diheptyl-4,4'-bipyridinium dibromide), [Br-].[Br-].C(CCCCCC)[N+]1=CC=C(C=C1)C1=CC=[N+](C=C1)CCCCCCC (N,N'-diheptyl-4,4'-bipyridinium dibromide), Na2S2C4, C(=O)([O-])[O-].[K+].[K+] (K2CO3). Solvent: C(Cl)Cl (methylene chloride), O (water), C(Cl)Cl (methylene chloride). The product is C(C)(=O)OC[C@@H]1C=C[C@@H](O1)N1C=NC=2C(N)=NC=NC12 (5'-O-acetyl-2',3'-didehydro-2',3'-dideoxyadenosine). Isolated yield 82.9%. Reaction SMILES: C(O[C@@H:5]1[C@@H:9](Br)[C@@H:8]([CH2:11][O:12][C:13](=[O:15])[CH3:14])[O:7][C@H:6]1[N:16]1[CH:24]=[N:23][C:22]2[C:17]1=[N:18][CH:19]=[N:20][C:21]=2[NH2:25])(=O)C.[O-]S(S([O-])=O)=O.[Na+].[Na+].C([O-])([O-])=O.[K+].[K+].[Br-].[Br-].C([N+]1C=CC(C2C=C[N+](CCCCCCC)=CC=2)=CC=1)CCCCCC>C(Cl)Cl.O>[C:13]([O:12][CH2:11][C@H:8]1[O:7][C@@H:6]([N:16]2[C:17]3[N:18]=[CH:19][N:20]=[C:21]([NH2:25])[C:22]=3[N:23]=[CH:24]2)[CH:5]=[CH:9]1)(=[O:15])[CH3:14] |f:1.2.3,4.5.6,7.8.9|. Reported procedure: To a solvent mixture of 35 ml of methylene chloride and 15 ml of water were added 500 mg (1.21 mmol) of 9-(2,5-di-O-acetyl-3-bromo-3-deoxy-β-D-xylofuranosyl)adenine, 2.09 g (12.0 mmols) of Na2S2O4 and 995 mg (7.2 mmols) of K2CO3. The mixture was stirred for a while in an argon atmosphere. Then 308 mg (0.6 mmol) of N,N'-diheptyl-4,4'-bipyridinium dibromide was added and the mixture was stirred at 28° C. for 15 hours. Furthermore, 418 mg of Na2S2C4, 380 mg of K2CO3 and 185 mg (0.36 mmol) of N,N'-d... Reactants: CN1CCN(C(=O)Cn2cc(-c3cnc4c(n3)c(C(=O)C(C)(C)C)cn4COCC[Si](C)(C)C)c3ccccc32)CC1, CO, ClCCl. The product is CN1CCN(C(=O)Cn2cc(-c3cnc4[nH]cc(C(=O)C(C)(C)C)c4n3)c3ccccc32)CC1. RXN SMILES: [CH3:1][C:2]([C:3](=[O:4])[c:5]1[cH:6][n:7]([CH2:33][O:34][CH2:35][CH2:36][Si:37]([CH3:38])([CH3:39])[CH3:40])[c:8]2[n:9][cH:10][c:11](-[c:14]3[cH:15][n:16]([CH2:23][C:24](=[O:25])[N:26]4[CH2:27][CH2:28][N:29]([CH3:32])[CH2:30][CH2:31]4)[c:17]4[cH:18][cH:19][cH:20][cH:21][c:22]34)[n:12][c:13]12)([CH3:41])[CH3:42].[CH3:46][OH:47].[Cl:43][CH2:44][Cl:45]>>[CH3:1][C:2]([C:3](=[O:4])[c:5]1[cH:6][nH:7][c:8]2[n:9][cH:10][c:11](-[c:14]3[cH:15][n:16]([CH2:23][C:24](=[O:25])[N:26]4[CH2:27][CH2:28][N:29]([CH3:32])[CH2:30][CH2:31]4)[c:17]4[cH:18][cH:19][cH:20][cH:21][c:22]34)[n:12][c:13]12)([CH3:41])[CH3:42].